Dataset: the Open Reaction Database (ORD), a public repository of structured organic reaction records. Task: describe an organic reaction: reactants, conditions, products, and yield Starting materials: C(C1=CC=CC=C1)=O (benzaldehyde), CC=1N=NC=CC1 (3-methylpyridazine). Reagents/catalysts: [Cl-].[Zn+2].[Cl-] (Zinc chloride). Reaction conditions: temperature 150 celsius. Product: C1(=CC=CC=C1)C=CC=1N=NC=CC1 (3-(2-Phenylethenyl)pyridazine). Yield: 59.0%. As a reaction SMILES: [CH:1](=O)[C:2]1[CH:7]=[CH:6][CH:5]=[CH:4][CH:3]=1.[CH3:9][C:10]1[N:11]=[N:12][CH:13]=[CH:14][CH:15]=1>[Cl-].[Zn+2].[Cl-]>[C:2]1([CH:1]=[CH:9][C:10]2[N:11]=[N:12][CH:13]=[CH:14][CH:15]=2)[CH:7]=[CH:6][CH:5]=[CH:4][CH:3]=1 |f:2.3.4|. Procedure: Zinc chloride (820 mg, 6 mmol) was added to a stirred mixture of benzaldehyde (6.11 ml, 60 mmol) and 3-methylpyridazine (2.839, 30 mmol) and the resulting mixture heated for 20 hours at 150° C. The cool reaction mixture was partitioned between dichloromethane (40 ml) and 2M aqueous sodium hydroxide solution (20 ml), then the organic phase separated, combined with a dichloromethane extract (80 ml) of the aqueous phase, dried (Na2SO4) and evaporated under reduced pressure. The residue was purified... Reactants: C1CCOC1, CCO, CCOC(=O)C1CCOc2cc(Oc3ccc(C(=O)NCC(OC)c4ccc(Cl)cc4)cc3)c(Cl)cc21, [Na+], [OH-]. Yields the product COC(CNC(=O)c1ccc(Oc2cc3c(cc2Cl)C(C(=O)O)CCO3)cc1)c1ccc(Cl)cc1. Reaction SMILES: [CH2:40]1[O:41][CH2:42][CH2:43][CH2:44]1.[CH3:45][CH2:46][OH:47].[Cl:1][c:2]1[cH:3][c:4]2[c:9]([cH:10][c:11]1[O:12][c:13]1[cH:14][cH:15][c:16]([C:19]([NH:20][CH2:21][CH:22]([O:23][CH3:24])[c:25]3[cH:26][cH:27][c:28]([Cl:31])[cH:29][cH:30]3)=[O:32])[cH:17][cH:18]1)[O:8][CH2:7][CH2:6][CH:5]2[C:33](=[O:34])[O:35][CH2:36][CH3:37].[Na+:39].[OH-:38]>>[Cl:1][c:2]1[cH:3][c:4]2[c:9]([cH:10][c:11]1[O:12][c:13]1[cH:14][cH:15][c:16]([C:19]([NH:20][CH2:21][CH:22]([O:23][CH3:24])[c:25]3[cH:26][cH:27][c:28]([Cl:31])[cH:29][cH:30]3)=[O:32])[cH:17][cH:18]1)[O:8][CH2:7][CH2:6][CH:5]2[C:33](=[O:34])[OH:35]. Starting materials: COc1cccc(CBr)c1, CC#N, O=C(OC1CN2CCC1CC2)C1(c2ccccc2)CCCCCC1. The product is [Br-], COc1cccc(C[N+]23CCC(CC2)C(OC(=O)C2(c4ccccc4)CCCCCC2)C3)c1. Reaction SMILES: [CH3:25][O:26][c:27]1[cH:28][c:29]([CH2:30][Br:31])[cH:32][cH:33][cH:34]1.[CH3:35][C:36]#[N:37].[c:1]1([C:7]2([C:14](=[O:15])[O:16][CH:17]3[CH2:18][N:19]4[CH2:20][CH2:21][CH:22]3[CH2:23][CH2:24]4)[CH2:8][CH2:9][CH2:10][CH2:11][CH2:12][CH2:13]2)[cH:2][cH:3][cH:4][cH:5][cH:6]1>>[Br-:31].[c:1]1([C:7]2([C:14](=[O:15])[O:16][CH:17]3[CH2:18][N+:19]4([CH2:30][c:29]5[cH:28][c:27]([O:26][CH3:25])[cH:34][cH:33][cH:32]5)[CH2:20][CH2:21][CH:22]3[CH2:23][CH2:24]4)[CH2:8][CH2:9][CH2:10][CH2:11][CH2:12][CH2:13]2)[cH:2][cH:3][cH:4][cH:5][cH:6]1. Reactants: C(C1=CC=CC=C1)N(CC(C1=CC=C(C=C1)\C=C\C(=O)NC1=CC(=C(C(=C1)C1=CC=CC=C1)O)C1=CC=CC=C1)C1CCCCC1)C(C(=O)O)=O ((benzyl(2-cyclohexyl-2-(4-((1E)-3-(4-hydroxy-3,5-diphenylanilino)-3-oxo-1-propenyl)phenyl)ethyl)amino)-(oxo)acetic Acid). The reagents and catalysts are [Pd] (Pd/C). Run in C(C)O (ethanol). Product: C(C1=CC=CC=C1)N(CC(C1=CC=C(C=C1)CCC(=O)NC1=CC(=C(C(=C1)C1=CC=CC=C1)O)C1=CC=CC=C1)C1CCCCC1)C(C(=O)O)=O ((benzyl(2-cyclohexyl-2-(4-(3-(4-hydroxy-3,5-diphenylanilino)-3-oxopropyl)phenyl}ethyl)amino)(oxo)acetic Acid). RXN SMILES: [CH2:1]([N:8]([C:47](=[O:51])[C:48]([OH:50])=[O:49])[CH2:9][CH:10]([CH:41]1[CH2:46][CH2:45][CH2:44][CH2:43][CH2:42]1)[C:11]1[CH:16]=[CH:15][C:14](/[CH:17]=[CH:18]/[C:19]([NH:21][C:22]2[CH:27]=[C:26]([C:28]3[CH:33]=[CH:32][CH:31]=[CH:30][CH:29]=3)[C:25]([OH:34])=[C:24]([C:35]3[CH:40]=[CH:39][CH:38]=[CH:37][CH:36]=3)[CH:23]=2)=[O:20])=[CH:13][CH:12]=1)[C:2]1[CH:7]=[CH:6][CH:5]=[CH:4][CH:3]=1>C(O)C.[Pd]>[CH2:1]([N:8]([C:47](=[O:51])[C:48]([OH:50])=[O:49])[CH2:9][CH:10]([CH:41]1[CH2:46][CH2:45][CH2:44][CH2:43][CH2:42]1)[C:11]1[CH:12]=[CH:13][C:14]([CH2:17][CH2:18][C:19]([NH:21][C:22]2[CH:23]=[C:24]([C:35]3[CH:40]=[CH:39][CH:38]=[CH:37][CH:36]=3)[C:25]([OH:34])=[C:26]([C:28]3[CH:33]=[CH:32][CH:31]=[CH:30][CH:29]=3)[CH:27]=2)=[O:20])=[CH:15][CH:16]=1)[C:2]1[CH:7]=[CH:6][CH:5]=[CH:4][CH:3]=1. Procedure details: A mixture of Example 39 (34.0 mg, 0.050 mmol) and 10% Pd/C (5.0 mg) in ethanol (2.0 mL) at room temperature was stirred under hydrogen for 16 hours, filtered through diatomaceous earth (Celite®) with ethanol rinsing, and concentrated to provide the desired product.